This data is from the Open Reaction Database (ORD), a public repository of structured organic reaction records. The task is: describe an organic reaction: reactants, conditions, products, and yield Starting materials: COC1=C(C=O)C=CC(=C1)OC (2,4-dimethoxybenzaldehyde), C(C(=O)O)(=O)O (oxalic acid), C(C)(C)[N-]C(C)C.[Li+] (lithium diisopropylamide), C(C)(C)(C)N=CC (acetaldehyde N-tert-butylimine), P(=O)(OCC)(OCC)Cl (Diethyl chlorophosphate). Solvent: C1=CC=CC=C1 (benzene), O1CCCC1 (tetrahydrofuran). Reaction conditions: temperature -10 celsius, time 30 minute. The product is COC1=C(C=CC=O)C=CC(=C1)OC (2,4-dimethoxycinnamaldehyde). Yield: 67.9%. As a reaction SMILES: C([N-]C(C)C)(C)C.[Li+].C(N=CC)(C)(C)C.P(Cl)(OCC)([O:18][CH2:19][CH3:20])=O.[CH3:25][O:26][C:27]1[CH:34]=[C:33]([O:35][CH3:36])[CH:32]=[CH:31][C:28]=1[CH:29]=O.C(O)(=O)C(O)=O>O1CCCC1.C1C=CC=CC=1>[CH3:25][O:26][C:27]1[CH:34]=[C:33]([O:35][CH3:36])[CH:32]=[CH:31][C:28]=1[CH:29]=[CH:20][CH:19]=[O:18] |f:0.1|. Procedure details: To a cooled solution (-78° C.) of lithium diisopropylamide in 8 mL of tetrahydrofuran was added acetaldehyde N-tert-butylimine (0.4 mL, 3.0 mmol) and the mixture was stirred for 30 minutes. Diethyl chlorophosphate (518 mg, 3.0 mmol) was added and the solution was stirred at -78° C. for 2 hours, allowed to warm to -10° C. over a period of 3 hours, and recooled to -78° C. 2,4-dimethoxybenzaldehyde (232 mg, 2.0 mmol) was added to the yellow solution and the mixture was stirred for 30 minutes and al... Reactants: C(C)(C)(C)OC(=O)N[C@@H](CCC(=O)OC(C)(C)C)C(C=C)=O ((S)-tert-butyl 4-(tert-butoxycarbonylamino)-5-oxohept-6-enoate), Cl.ClC1=C(C(=CC=C1)Cl)C1=NOC(=C1)C1=NC=CC(=C1)N (2-(3-(2,6-dichlorophenyl)isoxazol-5-yl)pyridin-4-amine hydrochloride salt), C(C)(C)N(CC)C(C)C (Diisopropylethylamine). Solvent: ClCCl (dichloromethane), C(C)#N (acetonitrile). Reaction conditions: temperature 89 celsius. The product is C(C)(C)(C)OC(=O)N[C@H](CCC(=O)OC(C)(C)C)C(CCNC1=CC(=NC=C1)C1=CC(=NO1)C1=C(C=CC=C1Cl)Cl)=O ((R)-tert-butyl 4-(tert-butoxycarbonylamino)-7-(2-(3-(2,6-dichlorophenyl)isoxazol-5-yl)pyridin-4-ylamino)-5-oxoheptanoate). Yield: 43.7%. Reaction SMILES: [C:1]([O:5][C:6]([NH:8][C@H:9]([C:19](=[O:22])[CH:20]=[CH2:21])[CH2:10][CH2:11][C:12]([O:14][C:15]([CH3:18])([CH3:17])[CH3:16])=[O:13])=[O:7])([CH3:4])([CH3:3])[CH3:2].Cl.[Cl:24][C:25]1[CH:30]=[CH:29][CH:28]=[C:27]([Cl:31])[C:26]=1[C:32]1[CH:36]=[C:35]([C:37]2[CH:42]=[C:41]([NH2:43])[CH:40]=[CH:39][N:38]=2)[O:34][N:33]=1.C(N(C(C)C)CC)(C)C>C(#N)C.ClCCl>[C:1]([O:5][C:6]([NH:8][C@@H:9]([C:19](=[O:22])[CH2:20][CH2:21][NH:43][C:41]1[CH:40]=[CH:39][N:38]=[C:37]([C:35]2[O:34][N:33]=[C:32]([C:26]3[C:25]([Cl:24])=[CH:30][CH:29]=[CH:28][C:27]=3[Cl:31])[CH:36]=2)[CH:42]=1)[CH2:10][CH2:11][C:12]([O:14][C:15]([CH3:18])([CH3:17])[CH3:16])=[O:13])=[O:7])([CH3:3])([CH3:4])[CH3:2] |f:1.2|. Procedure: (S)-tert-butyl 4-(tert-butoxycarbonylamino)-5-oxohept-6-enoate (0.94 g) and 2-(3-(2,6-dichlorophenyl)isoxazol-5-yl)pyridin-4-amine hydrochloride salt (0.40 g) were dissolved in acetonitrile (4 mL). Diisopropylethylamine (0.52 mL) was added and the mixture wad heated at 89° C. for 25 h. The mixture was cooled to room temperature, diluted with dichloromethane and washed with brine. The organic layer was dried over anhydrous sodium sulfate, filtered and concentrated under reduced pressure. The resu... Starting materials: HCl·NH2OBzl, C1CCC(CC1)N=C=NC2CCCCC2 (DCC), TEA, C=1C=CC2=C(C1)N=NN2O (HOBt), N(CC(=O)O)C(=O)OC(C)(C)C (Boc-Gly-OH), CN(C)C=O (DMF). Solvent: C(Cl)Cl (CH2Cl2). Conditions: temperature -20 celsius, time 8 hour. Product: N(CC(=O)NOCC1=CC=CC=C1)C(=O)OC(C)(C)C (Boc-Gly-NHOBzl). Yield: 93.0%. Reaction SMILES: [CH:1]1[CH:2]=[CH:3][C:4]2N(O)N=N[C:5]=2[CH:6]=1.[NH:11]([C:16]([O:18][C:19]([CH3:22])([CH3:21])[CH3:20])=[O:17])[CH2:12][C:13]([OH:15])=O.C1CCC([N:29]=C=NC2CCCCC2)CC1.CN([CH:41]=[O:42])C>C(Cl)Cl>[NH:11]([C:16]([O:18][C:19]([CH3:22])([CH3:21])[CH3:20])=[O:17])[CH2:12][C:13]([NH:29][O:42][CH2:41][C:5]1[CH:4]=[CH:3][CH:2]=[CH:1][CH:6]=1)=[O:15]. Procedure: HCl·NH2OBzl (11.2 g; 70.2 mmol) was suspended in DMF (100 ml) and TEA (11.2 ml; 80.0 mmol) was added dropwise under ice-cooling. HOBt (7.43 g; 55.0 mmol) and Boc-Gly-OH (8.76 g; 50.0 mmol) were then added and the mixture was cooled with a coolant at -20° C. DCC (14.5 g; 70.2 mmol) dissolved in CH2Cl2 (70 ml) was added dropwise. After the dropwise addition, the reaction was allowed to proceed for 1 hour at -10° C. and overnight in a refrigerator. Insolubles were filtered off and the solvent was d... Starting materials: CCON=C(C)COc1c(Br)ccc(C(=O)OCC)c1Br, C1CCOC1, [Na+], [OH-], O. Yields the product CCON=C(C)COc1c(Br)ccc(C(=O)O)c1Br. As a reaction SMILES: [Br:1][c:2]1[c:3]([C:4](=[O:5])[O:6][CH2:7][CH3:8])[cH:9][cH:10][c:11]([Br:21])[c:12]1[O:13][CH2:14][C:15]([CH3:16])=[N:17][O:18][CH2:19][CH3:20].[CH2:24]1[O:25][CH2:26][CH2:27][CH2:28]1.[Na+:23].[OH-:22].[OH2:29]>>[Br:1][c:2]1[c:3]([C:4](=[O:5])[OH:6])[cH:9][cH:10][c:11]([Br:21])[c:12]1[O:13][CH2:14][C:15]([CH3:16])=[N:17][O:18][CH2:19][CH3:20].